From a dataset of the Open Reaction Database (ORD), a public repository of structured organic reaction records. describe an organic reaction: reactants, conditions, products, and yield Reactants: CC1=C(N=C(O1)COC1=CC=C(C=CC(=O)OC)C=C1)C1=CC=CC=C1 (methyl 4-(5-methyl-4-phenyl-2-oxazolylmethoxy)cinnamate), [H-].C(C(C)C)[Al+]CC(C)C (diisobutylaluminum hydride). Yields the product CC1=C(N=C(O1)COC1=CC=C(C=C1)/C=C/CO)C1=CC=CC=C1 ((E)-3-[4-(5-methyl-4-phenyl-2-oxazolylmethoxy)phenyl]-2-propen-1-ol). RXN SMILES: [CH3:1][C:2]1[O:6][C:5]([CH2:7][O:8][C:9]2[CH:20]=[CH:19][C:12]([CH:13]=[CH:14][C:15](OC)=[O:16])=[CH:11][CH:10]=2)=[N:4][C:3]=1[C:21]1[CH:26]=[CH:25][CH:24]=[CH:23][CH:22]=1.[H-].C([Al+]CC(C)C)C(C)C>>[CH3:1][C:2]1[O:6][C:5]([CH2:7][O:8][C:9]2[CH:20]=[CH:19][C:12](/[CH:13]=[CH:14]/[CH2:15][OH:16])=[CH:11][CH:10]=2)=[N:4][C:3]=1[C:21]1[CH:26]=[CH:25][CH:24]=[CH:23][CH:22]=1 |f:1.2|. Procedure: According to the method described for Reference Example 23, methyl 4-(5-methyl-4-phenyl-2-oxazolylmethoxy)cinnamate was subjected to reduction with diisobutylaluminum hydride to give (E)-3-[4-(5-methyl-4-phenyl-2-oxazolylmethoxy)phenyl]-2-propen-1-ol. Recrystallization from chloroform-isopropyl ether gave colorless prisms, m.p.154°-155° C. As a reaction SMILES: [CH:10]1([C:16]([C:17]#[CH:18])=[O:19])[CH2:11][CH2:12][CH2:13][CH2:14][CH2:15]1.[CH:1]12[BH:2][CH:3]([CH2:4][CH2:5][CH2:6]1)[CH2:7][CH2:8][CH2:9]2.[O:20]1[CH2:21][CH2:22][CH2:23][CH2:24]1>>[CH:10]1([CH:16]([C:17]#[CH:18])[OH:19])[CH2:11][CH2:12][CH2:13][CH2:14][CH2:15]1. Starting materials: C#CC(=O)C1CCCCC1, B1C2CCCC1CCC2, C1CCOC1. Product: C#CC(O)C1CCCCC1. Reactants: C1CCOC1, CCOC(=O)C(N)Cc1ccc2c(c1)CCCC2, O=C1Nc2ccccc2CCN1C1CCNCC1. The product is CCOC(=O)C(Cc1ccc2c(c1)CCCC2)NC(=O)N1CCC(N2CCc3ccccc3NC2=O)CC1. Reaction SMILES: [CH2:37]1[CH2:39][CH2:38][CH2:40][O:41]1.[NH2:1][CH:2]([C:3](=[O:4])[O:5][CH2:6][CH3:7])[CH2:8][c:9]1[cH:10][c:11]2[c:16]([cH:17][cH:18]1)[CH2:15][CH2:14][CH2:13][CH2:12]2.[NH:19]1[CH2:20][CH2:21][CH:22]([N:25]2[C:26](=[O:36])[NH:27][c:28]3[c:29]([cH:32][cH:33][cH:34][cH:35]3)[CH2:30][CH2:31]2)[CH2:23][CH2:24]1>>[NH:1]([CH:2]([C:3](=[O:4])[O:5][CH2:6][CH3:7])[CH2:8][c:9]1[cH:10][c:11]2[c:16]([cH:17][cH:18]1)[CH2:15][CH2:14][CH2:13][CH2:12]2)[C:40]([N:19]1[CH2:20][CH2:21][CH:22]([N:25]2[C:26](=[O:36])[NH:27][c:28]3[c:29]([cH:32][cH:33][cH:34][cH:35]3)[CH2:30][CH2:31]2)[CH2:23][CH2:24]1)=[O:41].